From a dataset of the Open Reaction Database (ORD), a public repository of structured organic reaction records. describe an organic reaction: reactants, conditions, products, and yield Starting materials: C1CCOC1, IC(I)I, [Cl-], [Cl-], [Cl-], [Cr+3], O, CC(C)OC(=O)CCCC1CCC2C(CC(OC(=O)c3ccc(-c4ccccc4)cc3)C2CO)OC1. Yields the product CC(C)OC(=O)CCCC1CCC2C(CC(OC(=O)c3ccc(-c4ccccc4)cc3)C2C=CI)OC1. Reaction SMILES: [CH2:1]1[O:2][CH2:3][CH2:4][CH2:5]1.[CH:42]([I:43])([I:44])[I:45].[Cl-:46].[Cl-:48].[Cl-:49].[Cr+3:47].[OH2:50].[c:6]1(-[c:36]2[cH:37][cH:38][cH:39][cH:40][cH:41]2)[cH:7][cH:8][c:9]([C:12](=[O:13])[O:14][CH:15]2[CH:16]([CH2:34][OH:35])[CH:17]3[CH:18]([O:19][CH2:20][CH:21]([CH2:24][CH2:25][CH2:26][C:27]([O:28][CH:29]([CH3:30])[CH3:31])=[O:32])[CH2:22][CH2:23]3)[CH2:33]2)[cH:10][cH:11]1>>[c:6]1(-[c:36]2[cH:37][cH:38][cH:39][cH:40][cH:41]2)[cH:7][cH:8][c:9]([C:12](=[O:13])[O:14][CH:15]2[CH:16]([CH:34]=[CH:42][I:43])[CH:17]3[CH:18]([O:19][CH2:20][CH:21]([CH2:24][CH2:25][CH2:26][C:27]([O:28][CH:29]([CH3:30])[CH3:31])=[O:32])[CH2:22][CH2:23]3)[CH2:33]2)[cH:10][cH:11]1. RXN SMILES: [Br:33][C:34]([C:35](=[O:36])[NH2:37])([CH3:38])[CH3:39].[H-:1].[Na+:2].[O:40]1[CH2:41][CH2:42][O:43][CH2:44][CH2:45]1.[OH:3][CH:4]([CH2:5][O:6][c:7]1[cH:8][cH:9][cH:10][c:11]2[nH:12][c:13]3[cH:14][cH:15][cH:16][cH:17][c:18]3[c:19]12)[CH2:20][N:21]([CH2:22][CH:23]([CH3:24])[CH3:25])[c:26]1[cH:27][cH:28][c:29]([OH:32])[cH:30][cH:31]1>>[OH:3][CH:4]([CH2:5][O:6][c:7]1[cH:8][cH:9][cH:10][c:11]2[nH:12][c:13]3[cH:14][cH:15][cH:16][cH:17][c:18]3[c:19]12)[CH2:20][N:21]([CH2:22][CH:23]([CH3:24])[CH3:25])[c:26]1[cH:27][cH:28][c:29]([O:32][C:34]([C:35](=[O:36])[NH2:37])([CH3:38])[CH3:39])[cH:30][cH:31]1. Product: CC(C)CN(CC(O)COc1cccc2[nH]c3ccccc3c12)c1ccc(OC(C)(C)C(N)=O)cc1. Starting materials: CC(C)(Br)C(N)=O, [H-], [Na+], C1COCCO1, CC(C)CN(CC(O)COc1cccc2[nH]c3ccccc3c12)c1ccc(O)cc1. The reactants are BrCCN1S(N(C2=C1C=CC=C2)C2=C(C=CC=C2)F)(=O)=O (1-(2-bromoethyl)-3-(2-fluorophenyl)-1,3-dihydro-2,1,3-benzothiadiazole 2,2-dioxide), CN(C(OC(C)(C)C)=O)CCNC (tert-butyl methyl[2-(methylamino)ethyl]carbamate), C([O-])([O-])=O.[Na+].[Na+] (sodium carbonate). The solvent is CN(C=O)C (N,N-dimethylformamide). Conditions: temperature 125 celsius. Yields the product FC1=C(C=CC=C1)N1S(N(C2=C1C=CC=C2)CCN(CCN(C(OC(C)(C)C)=O)C)C)(=O)=O (tert-butyl {2-[{2-[3-(2-fluorophenyl)-2,2-dioxido-2,1,3-benzothiadiazol-1(3H)-yl]ethyl}(methyl)amino]ethyl}methylcarbamate). As a reaction SMILES: Br[CH2:2][CH2:3][N:4]1[C:8]2[CH:9]=[CH:10][CH:11]=[CH:12][C:7]=2[N:6]([C:13]2[CH:18]=[CH:17][CH:16]=[CH:15][C:14]=2[F:19])[S:5]1(=[O:21])=[O:20].[CH3:22][N:23]([CH2:31][CH2:32][NH:33][CH3:34])[C:24](=[O:30])[O:25][C:26]([CH3:29])([CH3:28])[CH3:27].C(=O)([O-])[O-].[Na+].[Na+]>CN(C)C=O>[F:19][C:14]1[CH:15]=[CH:16][CH:17]=[CH:18][C:13]=1[N:6]1[C:7]2[CH:12]=[CH:11][CH:10]=[CH:9][C:8]=2[N:4]([CH2:3][CH2:2][N:33]([CH3:34])[CH2:32][CH2:31][N:23]([CH3:22])[C:24](=[O:30])[O:25][C:26]([CH3:27])([CH3:28])[CH3:29])[S:5]1(=[O:21])=[O:20] |f:2.3.4|. Reported procedure: A mixture of 1-(2-bromoethyl)-3-(2-fluorophenyl)-1,3-dihydro-2,1,3-benzothiadiazole 2,2-dioxide (171 mg, 0.461 mmol), tert-butyl methyl[2-(methylamino)ethyl]carbamate (695 mg, 3.69 mmol, 8 equiv.), sodium carbonate (489 mg, 4.61 mmol, 10 equiv.) and N,N-dimethylformamide (5 mL) was sealed and heated at 125° C. for 5 h. After cooling, the reaction mixture was partitioned between ethyl acetate (40 mL) and water (40 mL). The organic layer was washed with brine, dried (anhydrous sodium sulfate), and... Reactants: FC=1C=C(C=CC1F)O (3,4-difluoro-phenol), C([O-])([O-])=O.[K+].[K+] (potassium carbonate), ICC (iodoethane). Solvent: CN(C=O)C (N,N-dimethylformamide). Yields the product C(C)OC1=CC(=C(C=C1)F)F (4-ethoxy-1,2-difluoro-benzene). Yield: 90.3%. RXN SMILES: [F:1][C:2]1[CH:3]=[C:4]([OH:9])[CH:5]=[CH:6][C:7]=1[F:8].C(=O)([O-])[O-].[K+].[K+].I[CH2:17][CH3:18]>CN(C)C=O>[CH2:17]([O:9][C:4]1[CH:5]=[CH:6][C:7]([F:8])=[C:2]([F:1])[CH:3]=1)[CH3:18] |f:1.2.3|. Procedure details: To a solution of 3,4-difluoro-phenol (10 g, 77 mmol) in N,N-dimethylformamide (50 mL) was added potassium carbonate (20 g, 145 mmol) and iodoethane (50 g, 320 mmol, Aldrich). The reaction mixture was heated at refluxing for 48 h. The crude was cooled to room temperature and filtered through a short pad of celite. The filtrate was concentrated and the residue was purified by chromatography (EtOAc:Hexanes=1:8) to give 4-ethoxy-1,2-difluoro-benzene as colorless oil (Yield 11 g, 90%).